Task: describe an organic reaction: reactants, conditions, products, and yield. Dataset: the Open Reaction Database (ORD), a public repository of structured organic reaction records The reactants are CC1=C2CCC(C2=C(C=C1)OCC=CC)=O (4-methyl-7-crotyloxy-1-indanone). The solvent is C1CCCC2=CC=CC=C12 (tetrahydronaphthalene). Yields the product CC1=C2CCC(C2=CC(=C1)C(C=C)C)=O (4-methyl-6-(1-methyl-2-propenyl)-1-indanone). RXN SMILES: [CH3:1][C:2]1[CH:10]=[CH:9][C:8](OCC=CC)=[C:7]2[C:3]=1[CH2:4][CH2:5][C:6]2=[O:16]>C1C2C(=CC=CC=2)CCC1>[CH3:1][C:2]1[CH:10]=[C:9]([CH:3]([CH3:4])[CH:2]=[CH2:1])[CH:8]=[C:7]2[C:3]=1[CH2:4][CH2:5][C:6]2=[O:16]. Reported procedure: 8 Grams of 4-methyl-7-crotyloxy-1-indanone was suspended in 50 ml of tetrahydronaphthalene. The suspension was refluxed by heating for 9 hours under argon gas atmosphere. The reaction mixture was purified by means of a silica gel column chromatography (eluent: n-hexane, then a mixture of n-hexane: dichloromethane=2:1) and was recrystallized from a mixture of dichloromethane with n-hexane to obtain 5.44 g of 4-methyl-6-(1-methyl-2-propenyl)-1-indanone. The reactants are OC=1C(=NN(C1)CC1=CC=C(C=C1)OC)C(C)=O (1-(4-hydroxy-1-(4-methoxybenzyl)-1H-pyrazol-3-yl)ethanone), C(C1=CC=CC=C1)N1CCC(CC1)=O (N-benzyl-4-piperidone), N1CCCC1 (pyrrolidine). The solvent is CO (methanol). Yields the product C(C1=CC=CC=C1)N1CCC2(CC(C3=NN(C=C3O2)CC2=CC=C(C=C2)OC)=O)CC1 (1-benzyl-2′-(4-methoxybenzyl)-2′H-spiro[piperidine-4,5′-pyrano[3,2-c]pyrazol]-7′(6′H)-one). Yield: 72.2%. RXN SMILES: [OH:1][C:2]1[C:3]([C:16](=[O:18])[CH3:17])=[N:4][N:5]([CH2:7][C:8]2[CH:13]=[CH:12][C:11]([O:14][CH3:15])=[CH:10][CH:9]=2)[CH:6]=1.[CH2:19]([N:26]1[CH2:31][CH2:30][C:29](=O)[CH2:28][CH2:27]1)[C:20]1[CH:25]=[CH:24][CH:23]=[CH:22][CH:21]=1.N1CCCC1>CO>[CH2:19]([N:26]1[CH2:31][CH2:30][C:29]2([O:1][C:2]3[C:3](=[N:4][N:5]([CH2:7][C:8]4[CH:9]=[CH:10][C:11]([O:14][CH3:15])=[CH:12][CH:13]=4)[CH:6]=3)[C:16](=[O:18])[CH2:17]2)[CH2:28][CH2:27]1)[C:20]1[CH:25]=[CH:24][CH:23]=[CH:22][CH:21]=1. Reported procedure: Suspended 1-(4-hydroxy-1-(4-methoxybenzyl)-1H-pyrazol-3-yl)ethanone (350 mg, 1.42 mmol) in 10 mL methanol and added N-benzyl-4-piperidone (0.25 mL, 1.42 mmol) and pyrrolidine (0.036 mL, 0.3 eq). The mixture was then heated at reflux for 18 h. The reaction was then cooled to room temperature and methanol was removed under reduced pressure. The resultant orange oil was partitioned between 50 mL ethyl acetate and 50 mL water. The aqueous phase was extracted with an additional 50 mL ethyl acetate. T...